From a dataset of the Open Reaction Database (ORD), a public repository of structured organic reaction records. describe an organic reaction: reactants, conditions, products, and yield Reactants: Palladium dichloride bis-triphenylphoshine, cupric chloride, IC1=C(C=NC=C1)OC(C)=O (acetic acid 4-iodo-pyridin-3-yl ester), COCCC#C (4-methoxy-but-1-yne), C(C)OCC (diethyl ether). Solvent: O1CCCC1 (tetrahydrofuran), O1CCCC1 (tetrahydrofuran). Run at time 1 hour. Yields the product COCCC#CC1=C(C=NC=C1)OC(C)=O (Acetic acid 4-(4-methoxy-but-1-ynyl)-pyridin-3-yl ester), SiO2. RXN SMILES: I[C:2]1[CH:7]=[CH:6][N:5]=[CH:4][C:3]=1[O:8][C:9](=[O:11])[CH3:10].[CH3:12][O:13][CH2:14][CH2:15][C:16]#[CH:17].C(OCC)C>O1CCCC1>[CH3:12][O:13][CH2:14][CH2:15][C:16]#[C:17][C:2]1[CH:7]=[CH:6][N:5]=[CH:4][C:3]=1[O:8][C:9](=[O:11])[CH3:10]. Procedure: 0.95 mmol Palladium dichloride bis-triphenylphoshine and 0.97 mmol cupric chloride are dissolved in 64 ml tetrahydrofuran under an argon atmosphere. A solution of 30 mmol acetic acid 4-iodo-pyridin-3-yl ester [289473-46-7] and 38 mmol 4-methoxy-but-1-yne [36678-08-7] in 50 ml tetrahydrofuran is added in one portion and the reaction mixture is stirred at room temperature for 1 hour. 300 ml of diethyl ether are added and the precipitate is filtered off. The filtrate is washed successively with sat... Starting materials: solution, C(C1=CC=CC=C1)(C1=CC=CC=C1)(C1=CC=CC=C1)N1C=NC(=C1)C=O (1-trityl-1H-imidazol-4-carbaldehyde), Cl (hydrochloric acid), solution, C(C)(=O)OCC (ethyl acetate). The solvent is O1CCCC1 (tetrahydrofuran), C1CCOC1 (THF), O1CCCC1 (tetrahydrofuran). Run at time 25 minute. Yields the product OC(CC(=O)OCC)C=1N=CN(C1)C(C1=CC=CC=C1)(C1=CC=CC=C1)C1=CC=CC=C1 (ethyl 3-hydroxy-3-(1-trityl-1H-imidazol-4-yl)propanoate). Yield: 92.0%. Reaction SMILES: [C:1]([N:20]1[CH:24]=[C:23]([CH:25]=[O:26])[N:22]=[CH:21]1)([C:14]1[CH:19]=[CH:18][CH:17]=[CH:16][CH:15]=1)([C:8]1[CH:13]=[CH:12][CH:11]=[CH:10][CH:9]=1)[C:2]1[CH:7]=[CH:6][CH:5]=[CH:4][CH:3]=1.Cl.[C:28]([O:31][CH2:32][CH3:33])(=[O:30])[CH3:29]>O1CCCC1>[OH:26][CH:25]([C:23]1[N:22]=[CH:21][N:20]([C:1]([C:14]2[CH:15]=[CH:16][CH:17]=[CH:18][CH:19]=2)([C:8]2[CH:9]=[CH:10][CH:11]=[CH:12][CH:13]=2)[C:2]2[CH:7]=[CH:6][CH:5]=[CH:4][CH:3]=2)[CH:24]=1)[CH2:29][C:28]([O:31][CH2:32][CH3:33])=[O:30]. Procedure details: Under argon atmosphere, 5.6 mL (2.96 mmol, 1 equivalent) of the solution of ethyl bromozincacetate in tetrahydrofuran obtained in Example 43 was added dropwise to a solution of 1 g (2.96 mmol) of 1-trityl-1H-imidazol-4-carbaldehyde in 10 mL of THF at 3˜6° C. The mixture was stirred at 0˜5° C. for 1 hour and 25 minutes. 5.6 mL (2.96 mmol, 1 equivalent) of the solution of ethyl bromozincacetate in tetrahydrofuran obtained in Example 43 was added dropwise at 0˜3° C. The mixture was stirred at 2˜3° ...